This data is from the Open Reaction Database (ORD), a public repository of structured organic reaction records. The task is: describe an organic reaction: reactants, conditions, products, and yield Reactants: C1CCOC1, CI, COc1ccccc1-c1ccc2c(c1)C(CNC(=O)c1ccccc1)=CC(C)(C)N2, [H-], [Na+]. The product is COc1ccccc1-c1ccc2c(c1)C(CN(C)C(=O)c1ccccc1)=CC(C)(C)N2. Reaction SMILES: [CH2:35]1[O:36][CH2:37][CH2:38][CH2:39]1.[CH3:33][I:34].[CH3:3][O:4][c:5]1[c:6](-[c:11]2[cH:12][c:13]3[c:18]([cH:19][cH:20]2)[NH:17][C:16]([CH3:21])([CH3:22])[CH:15]=[C:14]3[CH2:23][NH:24][C:25]([c:26]2[cH:27][cH:28][cH:29][cH:30][cH:31]2)=[O:32])[cH:7][cH:8][cH:9][cH:10]1.[H-:2].[Na+:1]>>[CH3:3][O:4][c:5]1[c:6](-[c:11]2[cH:12][c:13]3[c:18]([cH:19][cH:20]2)[NH:17][C:16]([CH3:21])([CH3:22])[CH:15]=[C:14]3[CH2:23][N:24]([C:25]([c:26]2[cH:27][cH:28][cH:29][cH:30][cH:31]2)=[O:32])[CH3:33])[cH:7][cH:8][cH:9][cH:10]1. Reactants: C(C)(C)(C)OC(=O)NC1CCN(CC1)CCN1C(=CC2=CC=C(C=C12)OC)C(=O)OC (methyl 1-(2-{4-[(tert-butoxycarbonyl)amino]piperidin-1-yl}ethyl)-6-methoxy-1H-indole-2-carboxylate), C(C)(C)(C)OC(=O)NC1CCN(CC1)CCN1C(=CC2=CC=C(C=C12)OC)C(=O)OC (methyl 1-(2-{4-[(tert-butoxycarbonyl)amino]piperidin-1-yl}ethyl)-6-methoxy-1H-indole-2-carboxylate), Cl (HCl). The solvent is O1CCOCC1 (dioxane), O1CCOCC1 (dioxane). Run at time 3 day. The product is NC1CCN(CC1)CCN1C(=CC2=CC=C(C=C12)OC)C(=O)OC (Methyl 1-[2-(4-aminopiperidin-1-yl)ethyl]-6-methoxy-1H-indole-2-carboxylate). Isolated yield 102.3%. Reaction SMILES: C(OC([NH:8][CH:9]1[CH2:14][CH2:13][N:12]([CH2:15][CH2:16][N:17]2[C:25]3[C:20](=[CH:21][CH:22]=[C:23]([O:26][CH3:27])[CH:24]=3)[CH:19]=[C:18]2[C:28]([O:30][CH3:31])=[O:29])[CH2:11][CH2:10]1)=O)(C)(C)C.Cl>O1CCOCC1>[NH2:8][CH:9]1[CH2:10][CH2:11][N:12]([CH2:15][CH2:16][N:17]2[C:25]3[C:20](=[CH:21][CH:22]=[C:23]([O:26][CH3:27])[CH:24]=3)[CH:19]=[C:18]2[C:28]([O:30][CH3:31])=[O:29])[CH2:13][CH2:14]1. Procedure: A solution of methyl 1-(2-{4-[(tert-butoxycarbonyl)amino]piperidin-1-yl}ethyl)-6-methoxy-1H-indole-2-carboxylate (Intermediate 13, 520 mg, 1.2 mmol) in dioxane (4 mL) was treated at room temperature under vigorous stirring with a solution of HCl in dioxane (4M, 2 mL). After 3 days, the reaction mixture was concentrated under reduced pressure. The residue was taken up in dichloromethane (60 mL) and saturated aqueous sodium hydrogen carbonate solution (10 mL), the aqueous phase was extracted three...